This data is from the Open Reaction Database (ORD), a public repository of structured organic reaction records. The task is: describe an organic reaction: reactants, conditions, products, and yield Reactants: ClC1=CC=C(C=C1)C1=NC=2C(=NC=CC2)N1CC(=O)O (2-(4-chlorophenyl)-3H-imidazo[4,5-b]pyridine-3-acetic acid), C(=O)(N1C=NC=C1)N1C=NC=C1 (1,1'-carbonyldiimidazole), C(C)(=O)N1CCNCC1 (1-acetylpiperazine). Isolated yield 57.1%. As a reaction SMILES: [Cl:1][C:2]1[CH:7]=[CH:6][C:5]([C:8]2[N:16]([CH2:17][C:18]([OH:20])=O)[C:11]3=[N:12][CH:13]=[CH:14][CH:15]=[C:10]3[N:9]=2)=[CH:4][CH:3]=1.C(N1C=CN=C1)(N1C=CN=C1)=O.[C:33]([N:36]1[CH2:41][CH2:40][NH:39][CH2:38][CH2:37]1)(=[O:35])[CH3:34]>O1CCCC1>[C:33]([N:36]1[CH2:41][CH2:40][N:39]([C:18](=[O:20])[CH2:17][N:16]2[C:11]3=[N:12][CH:13]=[CH:14][CH:15]=[C:10]3[N:9]=[C:8]2[C:5]2[CH:4]=[CH:3][C:2]([Cl:1])=[CH:7][CH:6]=2)[CH2:38][CH2:37]1)(=[O:35])[CH3:34]. The product is C(C)(=O)N1CCN(CC1)C(CN1C(=NC=2C1=NC=CC2)C2=CC=C(C=C2)Cl)=O (3-[2-(4-Acetyl-1-piperazinyl)-2-oxoethyl]-2-(4-chlorophenyl)-3H-imidazo[4,5-b]pyridine). Procedure: A suspension of 2-(4-chlorophenyl)-3H-imidazo[4,5-b]pyridine-3-acetic acid (4.0 g, 0.014 mole), 1,1'-carbonyldiimidazole (2.26 g, 0.014 mole) and dry tetrahydrofuran (80 ml) was stirred at room temperature for 3 hr with a stream of nitrogen bubbling through it. A solution of 1-acetylpiperazine (4.49 g, 0.035 mole) in tetrahydrofuran (10 ml) was added and the resulting suspension was heated at 60° C. overnight. The solvent was evaporated under reduced pressure and the residue was triturated in wa... Solvent: O1CCCC1 (tetrahydrofuran), O1CCCC1 (tetrahydrofuran). Reaction conditions: time 3 hour. RXN SMILES: [C:1]([N:5]([CH2:13][CH2:14][O:15][CH2:16][C:17]#[CH:18])[C:6](=[O:12])[C:7]([O:9][CH2:10][CH3:11])=[O:8])([CH3:4])([CH3:3])[CH3:2].Br[C:20]1[S:24][CH:23]=[N:22][CH:21]=1.C(NC(C)C)(C)C.C(P(C(C)(C)C)C(C)(C)C)(C)(C)C.[NH4+].[Cl-]>O1CCOCC1.[Cu]I>[C:1]([N:5]([CH2:13][CH2:14][O:15][CH2:16][C:17]#[C:18][C:20]1[S:24][CH:23]=[N:22][CH:21]=1)[C:6](=[O:12])[C:7]([O:9][CH2:10][CH3:11])=[O:8])([CH3:3])([CH3:4])[CH3:2] |f:4.5|. Reactants: [NH4+].[Cl-] (NH4Cl), C(C)(C)(C)N(C(C(=O)OCC)=O)CCOCC#C (ethyl 2-(tert-butyl(2-(prop-2-ynyloxy)ethyl)amino)-2-oxoacetate), BrC1=CN=CS1 (5-bromothiazole), C(C)(C)NC(C)C (diisopropyl amine), PdCl2(PheCN)2, solution, C(C)(C)(C)P(C(C)(C)C)C(C)(C)C (tri-tert-butyl phosphine). The product is C(C)(C)(C)N(C(C(=O)OCC)=O)CCOCC#CC1=CN=CS1 (ethyl 2-(tert-butyl(2-(3-(thiazol-5-yl)prop-2-ynyloxy)ethyl)amino)-2-oxoacetate). Procedure: A solution of 390 mg of 11d, 290 mg of 5-bromothiazole, 400 μl of diisopropyl amine, 40 mg of PdCl2(PheCN)2, 20 mg of CuI and 300 μl of a 1M solution of tri-tert-butyl phosphine (in toluene) in 4 ml of degassed dioxane, was stirred under N2 for 16 hr. The mixture was poured into 20 ml of 5% aq. NH4Cl solution and extracted with ethyl acetate. The organic layer was dried, concentrated and the product was chromatographed over silica gel, using a gradient of heptane/ethyl acetate, to give 450 mg of... Yield: 87.0%. The reagents and catalysts are [Cu]I (CuI). The solvent is O1CCOCC1 (dioxane). Starting materials: CC1(C2=CC=CC=C2C=2C1=CC=1NC3=CC=CC=C3C1C2)C (12,12-dimethyl-10,12-dihydro-10-azaindeno[2,1-b]fluorene), C(C)(C)(C)P(C(C)(C)C)C(C)(C)C (tri-tert-butylphosphine), BrC=1C=C(C=C(C1)C1=CC=CC=C1)C1=CC=CC=C1 (5′-bromo-[1,1′;3′,1″]terphenyl), CC(C)(C)[O-].[Na+] (NaOtBu). The reagents and catalysts are CC(=O)[O-].CC(=O)[O-].[Pd+2] (Pd(OAc)2). Run in CC=1C=CC(=CC1)C (p-xylene). Product: CC1(C2=CC=CC=C2C=2C1=CC=1N(C3=CC=CC=C3C1C2)C=2C=C(C=C(C2)C2=CC=CC=C2)C2=CC=CC=C2)C (12,12-Dimethyl-10-[1,1′;3′,1″]terphenyl-5′-yl-10,12-dihydro-10-azaindeno[2,1-b]fluorene). RXN SMILES: [CH3:1][C:2]1([CH3:22])[C:10]2=[CH:11][C:12]3[NH:13][C:14]4[C:19]([C:20]=3[CH:21]=[C:9]2[C:8]2[C:3]1=[CH:4][CH:5]=[CH:6][CH:7]=2)=[CH:18][CH:17]=[CH:16][CH:15]=4.Br[C:24]1[CH:25]=[C:26]([C:36]2[CH:41]=[CH:40][CH:39]=[CH:38][CH:37]=2)[CH:27]=[C:28]([C:30]2[CH:35]=[CH:34][CH:33]=[CH:32][CH:31]=2)[CH:29]=1.CC([O-])(C)C.[Na+].C(P(C(C)(C)C)C(C)(C)C)(C)(C)C>CC1C=CC(C)=CC=1.CC([O-])=O.CC([O-])=O.[Pd+2]>[CH3:1][C:2]1([CH3:22])[C:10]2=[CH:11][C:12]3[N:13]([C:24]4[CH:29]=[C:28]([C:30]5[CH:35]=[CH:34][CH:33]=[CH:32][CH:31]=5)[CH:27]=[C:26]([C:36]5[CH:41]=[CH:40][CH:39]=[CH:38][CH:37]=5)[CH:25]=4)[C:14]4[C:19]([C:20]=3[CH:21]=[C:9]2[C:8]2[C:3]1=[CH:4][CH:5]=[CH:6][CH:7]=2)=[CH:18][CH:17]=[CH:16][CH:15]=4 |f:2.3,6.7.8|. Procedure: 30 g (106 mmol) of 12,12-dimethyl-10,12-dihydro-10-azaindeno[2,1-b]fluorene, 13.3 g (114 mmol) of 5′-bromo-[1,1′;3′,1″]terphenyl and 30.5 g of NaOtBu are suspended in 1.5 l of p-xylene. 0.5 g (2.11 mmol) of Pd(OAc)2 and 1.6 ml of a 1 M tri-tert-butylphosphine solution are added to this suspension. The reaction mixture is heated under reflux for 16 h. After cooling, the organic phase is separated off, washed three times with 200 ml of water and subsequently evaporated to dryness. The residue is e... Starting materials: CC(CCCN)NC1=C2C(=CC(=C1)OC)C=CC=N2.OP(=O)(O)O.OP(=O)(O)O (Primaquine diphosphate), CCCCCCCCCCCCCC(=O)NCC(COP(=O)([O-])OCC[N+](C)(C)C)NC(=O)CCCCCCCCCCCCC (DDPC). Product: CC(CCCN)NC1=CC(=CC2=C1N=CC=C2)OC (Primaquine). RXN SMILES: [CH3:1][CH:2]([NH:7][C:8]1[CH:13]=[C:12]([O:14][CH3:15])[CH:11]=[C:10]2[CH:16]=[CH:17][CH:18]=[N:19][C:9]=12)[CH2:3][CH2:4][CH2:5][NH2:6].OP(O)(O)=O.OP(O)(O)=O.CCCCCCCCCCCCCC(NCC(NC(CCCCCCCCCCCCC)=O)COP(OCC[N+](C)(C)C)([O-])=O)=O>>[CH3:1][CH:2]([NH:7][C:8]1[C:9]2[N:19]=[CH:18][CH:17]=[CH:16][C:10]=2[CH:11]=[C:12]([O:14][CH3:15])[CH:13]=1)[CH2:3][CH2:4][CH2:5][NH2:6] |f:0.1.2|. Reported procedure: Primaquine diphosphate solution was used for swelling DDPC/Ch/DCP mixture into liposomes, and the resulting liposomes were washed by centrifugation, and then suspended in a volume of saline four times of that used in swelling the vesicles. The concentration of drug was equivalent to 25 mg/kg primaquine diphosphate for 35 g mice when 0.1 ml was injected, or 376 mg/kg for 0.15 ml, or 50 mg/kg for 0.2 ml. Reactants: NCc1ccco1, CCOC(C)=O, O=C(Cl)c1cc(Cl)cc(Cl)c1, [Na+], [OH-], O. The product is O=C(NCc1ccco1)c1cc(Cl)cc(Cl)c1. Reaction SMILES: [CH2:1]([c:2]1[cH:3][cH:4][cH:5][o:6]1)[NH2:7].[CH3:21][CH2:22][O:23][C:24](=[O:25])[CH3:26].[Cl:10][c:11]1[cH:12][c:13]([C:14](=[O:15])[Cl:16])[cH:17][c:18]([Cl:20])[cH:19]1.[Na+:9].[OH-:8].[OH2:27]>>[CH2:1]([c:2]1[cH:3][cH:4][cH:5][o:6]1)[NH:7][C:14]([c:13]1[cH:12][c:11]([Cl:10])[cH:19][c:18]([Cl:20])[cH:17]1)=[O:15]. Starting materials: stannous chloride dihydrate, [N+](=O)([O-])C1=C(C=CC=C1)C=1C=NOC1 (4-(2-Nitrophenyl)isoxazole). The solvent is Cl (hydrochloric acid). Run at temperature 10 celsius, time 10 hour. Product: NC1=C(C=CC=C1)C=1C=NOC1 (4-(2-Aminophenyl)isoxazole). Isolated yield 71.2%. Reaction SMILES: [N+:1]([C:4]1[CH:9]=[CH:8][CH:7]=[CH:6][C:5]=1[C:10]1[CH:11]=[N:12][O:13][CH:14]=1)([O-])=O>Cl>[NH2:1][C:4]1[CH:9]=[CH:8][CH:7]=[CH:6][C:5]=1[C:10]1[CH:11]=[N:12][O:13][CH:14]=1. Reported procedure: To a suspension of 108 g of stannous chloride dihydrate in 270 ml of concentrated hydrochloric acid was added portionwise 30 g of 4-(2-nitrophenyl)isoxazole prepared in Example 10 at less than 30° C. The suspension was stirred at about 20°-35° C. for 10 hours, then cooled to 10° C. and filtered. The solid was added to ice-water (400 ml), 50% NaOH was added to make the suspension basic to a pH of about 10, and the resultant suspension filtered. The solid was washed 3×100 ml of water and suction d... The reactants are C(CCC\C=C/CC=CCC=CCC=CCCCCC)(=O)N[C@@H](COP(=O)(O)O)C(=O)O (N-(cis-5,8,11,14-eicosatetraenoyl)-O-phospho-L-serine), Cl.COC([C@@H](N)[C@H](O)C)=O (L-threonine methyl ester hydrochloride). Yields the product C(CCC\C=C/CC=CCC=CCC=CCCCCC)(=O)N[C@@H]([C@H](OP(=O)(O)O)C)C(=O)O (N-(cis-5,8,11,14-eicosatetraenoyl)-O-phospho-L-threonine). Reaction SMILES: [C:1]([NH:22][C@H:23]([C:30]([OH:32])=[O:31])[CH2:24][O:25][P:26]([OH:29])([OH:28])=[O:27])(=[O:21])[CH2:2][CH2:3][CH2:4]/[CH:5]=[CH:6]\[CH2:7][CH:8]=[CH:9][CH2:10][CH:11]=[CH:12][CH2:13][CH:14]=[CH:15][CH2:16][CH2:17][CH2:18][CH2:19][CH3:20].Cl.[CH3:34]OC(=O)[C@H]([C@@H](C)O)N>>[C:1]([NH:22][C@H:23]([C:30]([OH:32])=[O:31])[C@@H:24]([CH3:34])[O:25][P:26]([OH:29])([OH:28])=[O:27])(=[O:21])[CH2:2][CH2:3][CH2:4]/[CH:5]=[CH:6]\[CH2:7][CH:8]=[CH:9][CH2:10][CH:11]=[CH:12][CH2:13][CH:14]=[CH:15][CH2:16][CH2:17][CH2:18][CH2:19][CH3:20] |f:1.2|. Procedure details: This compound was prepared as described above for (6) using 1 mmol (170 mg) of L-threonine methyl ester hydrochloride; yield 97 mg, (40%); Rf 0.05-0.10 (system B); 1H-NMR (CD3SOCD3, 200 MHz) δ0.9-1.0 (t, 3H, ω-CH3); 1.2-1.4 (m, 11H, 4CH2 and CH3CHOP); 2.0-2.4 (m, 6H, 2CH2CH═CH and CH2CO); 2.7-2.9 (br s, 6H, 3HC═CHCH2CH═CH); 4.1-4.3 (m, 2H, 2CH); 5.2-5.4 (br s, 8H, 4HC═CH); 8.2-8.4 (m, 3H, NH and 2POH) Starting materials: CC=C(C)C(O)c1cc(-c2ccccc2)no1, c1ccccc1. Yields the product CC=C(C)C(=O)c1cc(-c2ccccc2)no1. Reaction SMILES: [c:1]1(-[c:7]2[n:8][o:9][c:10]([CH:12]([C:13](=[CH:14][CH3:15])[CH3:16])[OH:17])[cH:11]2)[cH:2][cH:3][cH:4][cH:5][cH:6]1.[cH:18]1[cH:19][cH:20][cH:21][cH:22][cH:23]1>>[c:1]1(-[c:7]2[n:8][o:9][c:10]([C:12]([C:13](=[CH:14][CH3:15])[CH3:16])=[O:17])[cH:11]2)[cH:2][cH:3][cH:4][cH:5][cH:6]1. The reactants are BrCC1=NC(=NS1)C1=C(C=C(C=C1)Cl)OC (5-(bromomethyl)-3-(4-chloro-2-methoxyphenyl)-1,2,4-thiadiazole), FC1=C(C(=O)N)C(=CC=C1O)F (2,6-difluoro-3-hydroxybenzamide), C([O-])([O-])=O.[K+].[K+] (potassium carbonate). Solvent: CN(C)C=O (DMF). Reaction conditions: time 90 minute. The product is ClC1=CC(=C(C=C1)C1=NSC(=N1)COC=1C(=C(C(=O)N)C(=CC1)F)F)OC (3-((3-(4-chloro-2-methoxyphenyl)-1,2,4-thiadiazol-5-yl)methoxy)-2,6-difluorobenzamide). Yield: 28.6%. RXN SMILES: Br[CH2:2][C:3]1[S:7][N:6]=[C:5]([C:8]2[CH:13]=[CH:12][C:11]([Cl:14])=[CH:10][C:9]=2[O:15][CH3:16])[N:4]=1.[F:17][C:18]1[C:26]([OH:27])=[CH:25][CH:24]=[C:23]([F:28])[C:19]=1[C:20]([NH2:22])=[O:21].C(=O)([O-])[O-].[K+].[K+]>CN(C=O)C>[Cl:14][C:11]1[CH:12]=[CH:13][C:8]([C:5]2[N:4]=[C:3]([CH2:2][O:27][C:26]3[C:18]([F:17])=[C:19]([C:23]([F:28])=[CH:24][CH:25]=3)[C:20]([NH2:22])=[O:21])[S:7][N:6]=2)=[C:9]([O:15][CH3:16])[CH:10]=1 |f:2.3.4|. Procedure: To a solution of 5-(bromomethyl)-3-(4-chloro-2-methoxyphenyl)-1,2,4-thiadiazole (0.06 g, 0.19 mmol) in DMF (4 ml) was added 2,6-difluoro-3-hydroxybenzamide (0.029 g, 0.17 mmol) and potassium carbonate (0.091 g, 0.66 mmol). The reaction mixture was stirred at room temperature for 90 min under nitrogen atmosphere. After the completion of the reaction (TLC monitoring), the reaction mixture was evaporated to dryness under vacuum, added 25 ml water and extracted with ethyl acetate (3×25 ml). The comb... Reactants: COCC#Cc1nc(C(F)(F)F)ccc1C=CC(=O)O, Cl, CS(=O)(=O)Nc1ccc(CN)cc1F. Product: COCC#Cc1nc(C(F)(F)F)ccc1C=CC(=O)NCc1ccc(NS(C)(=O)=O)c(F)c1. As a reaction SMILES: [CH3:16][O:17][CH2:18][C:19]#[C:20][c:21]1[n:22][c:23]([C:32]([F:33])([F:34])[F:35])[cH:24][cH:25][c:26]1[CH:27]=[CH:28][C:29](=[O:30])[OH:31].[ClH:15].[NH2:1][CH2:2][c:3]1[cH:4][c:5]([F:14])[c:6]([NH:9][S:10](=[O:11])(=[O:12])[CH3:13])[cH:7][cH:8]1>>[NH:1]([CH2:2][c:3]1[cH:4][c:5]([F:14])[c:6]([NH:9][S:10](=[O:11])(=[O:12])[CH3:13])[cH:7][cH:8]1)[C:29]([CH:28]=[CH:27][c:26]1[c:21]([C:20]#[C:19][CH2:18][O:17][CH3:16])[n:22][c:23]([C:32]([F:33])([F:34])[F:35])[cH:24][cH:25]1)=[O:30].